Dataset: the Open Reaction Database (ORD), a public repository of structured organic reaction records. Task: describe an organic reaction: reactants, conditions, products, and yield Reactants: N (Ammonia), FC=1C=C(CN2CCC3(CN(CCO3)C(=O)C=3N=C(SC3)C3=CC=CC=C3)CC2)C=C(C1)CCO ((9-(3-Fluoro-5-(2-hydroxyethyl)benzyl)-1-oxa-4,9-diazaspiro[5.5]undecan-4-yl)(2-phenylthiazol-4-yl)methanone). The solvent is CO (methanol). Conditions: time 90 minute. Product: O1CCNCC12CCN(CC2)CC=2C=C(C=C(C2)F)CCO (2-(3-(1-Oxa-4,9-diazaspiro[5.5]undecan-9-ylmethyl)-5-fluorophenyl)ethanol). Reaction SMILES: N.[F:2][C:3]1[CH:4]=[C:5]([CH:31]=[C:32]([CH2:34][CH2:35][OH:36])[CH:33]=1)[CH2:6][N:7]1[CH2:30][CH2:29][C:10]2([O:15][CH2:14][CH2:13][N:12](C(C3N=C(C4C=CC=CC=4)SC=3)=O)[CH2:11]2)[CH2:9][CH2:8]1>CO>[O:15]1[C:10]2([CH2:29][CH2:30][N:7]([CH2:6][C:5]3[CH:31]=[C:32]([CH2:34][CH2:35][OH:36])[CH:33]=[C:3]([F:2])[CH:4]=3)[CH2:8][CH2:9]2)[CH2:11][NH:12][CH2:13][CH2:14]1. Reported procedure: ‘880’ Ammonia solution (5 mL) was added to a solution of 2,2,2-trifluoro-1-(9-(3-fluoro-5-(2-hydroxyethyl)benzyl)-1-oxa-4,9-diazaspiro[5.5]undecan-4-yl)ethanone (example 41, step d) (2.2 g) in methanol (25 mL). The resulting mixture was stirred for 90 min and the solvent evaporated. The residue was azeotroped three times with acetonitrile and concentrated to give the subtitled compound as a clear gum. Yield 1.96 g. The reactants are C1CCOC1, O=C(O)c1c(Cl)cncc1Cl, Nc1ccc(CO)cc1, O=S(Cl)Cl. Yields the product O=C(Nc1ccc(CO)cc1)c1c(Cl)cncc1Cl. Reaction SMILES: [CH2:21]1[O:22][CH2:23][CH2:24][CH2:25]1.[Cl:1][c:2]1[c:3]([C:4](=[O:5])[OH:6])[c:7]([Cl:11])[cH:8][n:9][cH:10]1.[NH2:12][c:13]1[cH:14][cH:15][c:16]([CH2:17][OH:18])[cH:19][cH:20]1.[S:26]([Cl:27])([Cl:28])=[O:29]>>[Cl:1][c:2]1[c:3]([C:4](=[O:6])[NH:12][c:13]2[cH:14][cH:15][c:16]([CH2:17][OH:18])[cH:19][cH:20]2)[c:7]([Cl:11])[cH:8][n:9][cH:10]1. Starting materials: CCC(=O)Cl, ClCCl, c1ccc2c(c1)CNCCS2. Product: CCC(=O)N1CCSc2ccccc2C1. Reaction SMILES: [C:1]([CH2:2][CH3:3])(=[O:4])[Cl:5].[Cl:17][CH2:18][Cl:19].[S:6]1[CH2:7][CH2:8][NH:9][CH2:10][c:11]2[c:12]1[cH:13][cH:14][cH:15][cH:16]2>>[C:1]([CH2:2][CH3:3])(=[O:4])[N:9]1[CH2:8][CH2:7][S:6][c:12]2[c:11]([cH:16][cH:15][cH:14][cH:13]2)[CH2:10]1.